The task is: describe an organic reaction: reactants, conditions, products, and yield. This data is from the Open Reaction Database (ORD), a public repository of structured organic reaction records. Reactants: CI (methyl iodide), CN(C)C=O (DMF), [H-].[Na+] (sodium hydride), CN(C)C=O (DMF), N1C=C(C2=CC=CC=C12)C(=O)OCC1N(CCCC1)C ((1-methyl-2-piperidyl)methyl 1H-indole-3-carboxylate). Run in C1CCOC1 (THF). Run at time 15 minute. Product: CN1C=C(C2=CC=CC=C12)C(=O)OCC1N(CCCC1)C ((1-Methyl-2-piperidyl)methyl 1-methylindole-3-carboxylate). Reaction SMILES: [CH3:1]N(C=O)C.[H-].[Na+].[NH:8]1[C:16]2[C:11](=[CH:12][CH:13]=[CH:14][CH:15]=2)[C:10]([C:17]([O:19][CH2:20][CH:21]2[CH2:26][CH2:25][CH2:24][CH2:23][N:22]2[CH3:27])=[O:18])=[CH:9]1.CI>C1COCC1>[CH3:1][N:8]1[C:16]2[C:11](=[CH:12][CH:13]=[CH:14][CH:15]=2)[C:10]([C:17]([O:19][CH2:20][CH:21]2[CH2:26][CH2:25][CH2:24][CH2:23][N:22]2[CH3:27])=[O:18])=[CH:9]1 |f:1.2|. Reported procedure: To a DMF (10 ml) suspension of 60% sodium hydride (0.09 g, 2.3 mmol) was dropwise added a DMF (5 ml) solution of (1-methyl-2-piperidyl)methyl 1H-indole-3-carboxylate (0.50 g, 1.8 mmol) at room temperature over a period of 5 min. Onto the reaction mixture stirred for 15 min. was poured a THF (5 ml) solution of methyl iodide (0.29 g, 2.0 mmol). After stirring overnight, a reaction solution was poured onto water followed by extraction with EtOAc. The organic layer was washed successively with water... The reactants are ClC1=C(C2=C(CCN(CC2)C(C(F)(F)F)=O)C=C1)OS(=O)(=O)C(F)(F)F (7-chloro-3-(2,2,2-trifluoroacetyl)-6-trifluoromethanesulfonyloxy-2,3,4,5-tetrahydro-1H-benzo[d]azepine), C1(=CC=CC=C1)C(C)OC1=CC=C(CN)C=C1 ((±)-4-(1-phenyl-ethoxy)-benzylamine). The product is ClC1=C(C2=C(CCN(CC2)C(C(F)(F)F)=O)C=C1)NCC1=CC=C(C=C1)OC(C)C1=CC=CC=C1 ((±)-7-chloro-6-[4-(1-phenyl-ethoxy)-benzylamino]-3-(2,2,2-trifluoroacetyl)-2,3,4,5-tetrahydro-1H-benzo[d]azepine). Isolated yield 69.8%. Reaction SMILES: [Cl:1][C:2]1[CH:18]=[CH:17][C:5]2[CH2:6][CH2:7][N:8]([C:11](=[O:16])[C:12]([F:15])([F:14])[F:13])[CH2:9][CH2:10][C:4]=2[C:3]=1OS(C(F)(F)F)(=O)=O.[C:27]1([CH:33]([O:35][C:36]2[CH:43]=[CH:42][C:39]([CH2:40][NH2:41])=[CH:38][CH:37]=2)[CH3:34])[CH:32]=[CH:31][CH:30]=[CH:29][CH:28]=1>>[Cl:1][C:2]1[CH:18]=[CH:17][C:5]2[CH2:6][CH2:7][N:8]([C:11](=[O:16])[C:12]([F:15])([F:14])[F:13])[CH2:9][CH2:10][C:4]=2[C:3]=1[NH:41][CH2:40][C:39]1[CH:42]=[CH:43][C:36]([O:35][CH:33]([C:27]2[CH:32]=[CH:31][CH:30]=[CH:29][CH:28]=2)[CH3:34])=[CH:37][CH:38]=1. Procedure details: Use a method similar to the General Procedure 5-3, to couple 7-chloro-3-(2,2,2-trifluoroacetyl)-6-trifluoromethanesulfonyloxy-2,3,4,5-tetrahydro-1H-benzo[d]azepine (851 mg, 2.0 mmol) and (±)-4-(1-phenyl-ethoxy)-benzylamine (721 mg, 2.6 mmol). Purify by chromatography on silica gel eluting with EtOAc/hexane (1:8) to give (±)-7-chloro-6-[4-(1-phenyl-ethoxy)-benzylamino]-3-(2,2,2-trifluoroacetyl)-2,3,4,5-tetrahydro-1H-benzo[d]azepine (702 mg, 69%). MS (ES+) m/z: 503 (M+H)+.